From a dataset of the Open Reaction Database (ORD), a public repository of structured organic reaction records. describe an organic reaction: reactants, conditions, products, and yield Reported procedure: To a stirred solution of ethyl 1-methyl-5-nitro-2-imidazolecarboximidate (0.198 g., 0.001 mole) in 10 ml. of absolute ethanol is added thiosemicarbazide (0.091 g., 0.001 mole) and 1 ml. of glacial acetic acid. The mixture is heated at reflux for 1 1/4 hours and is cooled in an ice bath. The orange-red solid is filtered washed and dried affording 0.173 g. of the title compound, melting point 210°-214°, dec. The solvent is C(C)(=O)O (acetic acid). The product is CN1C(=NC=C1[N+](=O)[O-])C(=N)NNC(=S)N (1-(1-Methyl-5-nitro-2-imidazolecarboximidoyl)-3-thiosemicarbazide). Starting materials: CN1C(=NC=C1[N+](=O)[O-])C(OCC)=N (ethyl 1-methyl-5-nitro-2-imidazolecarboximidate), C(C)O (ethanol), NNC(=S)N (thiosemicarbazide). RXN SMILES: [CH3:1][N:2]1[C:6]([N+:7]([O-:9])=[O:8])=[CH:5][N:4]=[C:3]1[C:10](=[NH:14])OCC.C(O)C.[NH2:18][NH:19][C:20]([NH2:22])=[S:21]>C(O)(=O)C>[CH3:1][N:2]1[C:6]([N+:7]([O-:9])=[O:8])=[CH:5][N:4]=[C:3]1[C:10]([NH:18][NH:19][C:20]([NH2:22])=[S:21])=[NH:14].